This data is from the Open Reaction Database (ORD), a public repository of structured organic reaction records. The task is: describe an organic reaction: reactants, conditions, products, and yield Starting materials: [N+](=O)([O-])C1=CC=C(C=C1)COC(=O)C=1N2C(C(C2C(C1SC1COC(C1)CSC1=CC=C(C=C1)F)C)C(C)O)=O (3-[[5-[[(4-Fluoropheny)thio]methyl]tetrahydro-3-furanyl]thio]-6-(1-hydroxyethyl)-4-methyl-7-oxo-1-azabicyclo[3.2.0]hept-2-ene-2-carboxylic acid (4-nitrophenyl)methyl ester), C([O-])(O)=O.[Na+] (sodium bicarbonate), O (water). The reagents and catalysts are [Pd] (palladium/carbon). Run in O1CCOCC1 (dioxane). Yields the product [Na+].FC1=CC=C(C=C1)SCC1CC(CO1)SC1=C(N2C(C(C2C1C)C(C)O)=O)C(=O)[O-] (3-[[5-[[(4-Fluoropheny)thio]methyl]tetrahydro-3-furanyl]thio]-6-(1-hydroxyethyl)-4-methyl-7-oxo-1-azabicyclo[3.2.0]hept-2-ene-2-carboxylic acid monosodium salt). The yield is 33.4%. As a reaction SMILES: [N+](C1C=CC(C[O:11][C:12]([C:14]2[N:15]3[CH:18]([CH:19]([CH3:36])[C:20]=2[S:21][CH:22]2[CH2:26][CH:25]([CH2:27][S:28][C:29]4[CH:34]=[CH:33][C:32]([F:35])=[CH:31][CH:30]=4)[O:24][CH2:23]2)[CH:17]([CH:37]([OH:39])[CH3:38])[C:16]3=[O:40])=[O:13])=CC=1)([O-])=O.C(=O)(O)[O-].[Na+:45].O>[Pd].O1CCOCC1>[Na+:45].[F:35][C:32]1[CH:33]=[CH:34][C:29]([S:28][CH2:27][CH:25]2[O:24][CH2:23][CH:22]([S:21][C:20]3[CH:19]([CH3:36])[CH:18]4[N:15]([C:16](=[O:40])[CH:17]4[CH:37]([OH:39])[CH3:38])[C:14]=3[C:12]([O-:13])=[O:11])[CH2:26]2)=[CH:30][CH:31]=1 |f:1.2,6.7|. Procedure details: The title compound is prepared by the procedure of Example 18 using 0.230 g of product from Example 41, 0.118 g of 10% palladium/carbon, 0.038 g of sodium bicarbonate, 2.5 ml of water and 6.0 ml of dioxane to give 0.062 g of the desired product. Reactants: C#CC1=CCCCC1, CCCCCCC, Cc1ccc(S(=O)(=O)Oc2ccc(C=O)cc2)cc1, ClCCl. Product: O=Cc1ccc(C#CC2=CCCCC2)cc1. RXN SMILES: [C:20](#[CH:21])[C:22]1=[CH:23][CH2:24][CH2:25][CH2:26][CH2:27]1.[CH3:28][CH2:29][CH2:30][CH2:31][CH2:32][CH2:33][CH3:34].[CH:1](=[O:2])[c:3]1[cH:4][cH:5][c:6]([O:9][S:10]([c:11]2[cH:12][cH:13][c:14]([CH3:15])[cH:16][cH:17]2)(=[O:18])=[O:19])[cH:7][cH:8]1.[Cl:35][CH2:36][Cl:37]>>[CH:1](=[O:2])[c:3]1[cH:4][cH:5][c:6]([C:21]#[C:20][C:22]2=[CH:23][CH2:24][CH2:25][CH2:26][CH2:27]2)[cH:7][cH:8]1. The reactants are CC(Cl)OC(=O)OCc1ccccc1, CO, [K+], [K+], O=C([O-])[O-], O, O=C(O)C1CCCN1. Product: O=C(O)C1CCCN1C(=O)OCc1ccccc1. As a reaction SMILES: [C:9]([O:10][CH2:11][c:12]1[cH:13][cH:14][cH:15][cH:16][cH:17]1)([O:18][CH:20]([Cl:21])[CH3:22])=[O:19].[CH3:24][OH:25].[K+:26].[K+:27].[O-:28][C:29]([O-:30])=[O:31].[OH2:23].[OH:1][C:2](=[O:3])[CH:4]1[CH2:5][CH2:6][CH2:7][NH:8]1>>[OH:1][C:2](=[O:3])[CH:4]1[CH2:5][CH2:6][CH2:7][N:8]1[C:9]([O:10][CH2:11][c:12]1[cH:13][cH:14][cH:15][cH:16][cH:17]1)=[O:18]. Reactants: CC1(CCCOC2=C1C=CC=C2)O (5-methyl-2,3,4,5-tetrahydrobenzoxepin-5-ol), C1(=CC=C(C=C1)S(=O)(=O)O)C (para-toluenesulphonic acid), C([O-])(O)=O.[Na+] (sodium bicarbonate), CCC(C)(C)C(=O)O[C@H]1C[C@H](C=C2[C@H]1[C@H]([C@H](C=C2)C)CC[C@@H]3C[C@H](CC(=O)O3)O)C (Denan). The solvent is C1(=CC=CC=C1)C (toluene). Yields the product CC1=CCCOC2=C1C=CC=C2 (5-Methyl-2,3-dihydrobenzoxepine). The yield is 99.9%. Reaction SMILES: [CH3:1][C:2]1(O)[C:8]2[CH:9]=[CH:10][CH:11]=[CH:12][C:7]=2[O:6][CH2:5][CH2:4][CH2:3]1.C1(C)C=CC(S(O)(=O)=O)=CC=1.CCC(C(O[C@@H]1[C@@H]2[C@@H](CC[C@H]3OC(=O)C[C@H](O)C3)[C@@H](C)C=CC2=C[C@H](C)C1)=O)(C)C.C(=O)(O)[O-].[Na+]>C1(C)C=CC=CC=1>[CH3:1][C:2]1[C:8]2[CH:9]=[CH:10][CH:11]=[CH:12][C:7]=2[O:6][CH2:5][CH2:4][CH:3]=1 |f:3.4|. Procedure: 14.9 g (0.1 mol) of 5-methyl-2,3,4,5-tetrahydrobenzoxepin-5-ol, 300 ml of toluene and a spatula tip of para-toluenesulphonic acid are charged to a 1 litre reactor equipped with a Denan and Stark apparatus. The combined solution is brought to reflux for 2 hours, the water being removed as it is formed. The reaction mixture is then neutralized with a 5% aqueous sodium bicarbonate solution and the organic solution is washed with water. The organic phase is subsequently dried over anhydrous sodium s... Starting materials: [OH-].[K+] (potassium hydroxide), CN1CC2=C(NC=3C=CC(=CC23)C)CC1 (2,8-Dimethyl-2,3,4,5-tetrahydro-1H-pyrido[4,3-b]indole), BrCCC1=CC=C(C=C1)OC(C)(C)C (1-(2-Bromo-ethyl)-4-tert-butoxy-benzene). The solvent is O (water), CN1C(CCC1)=O (N-methyl 2-pyrolidone). Run at temperature 100 celsius, time 2 hour. Yields the product C(C)(C)(C)OC1=CC=C(CCN2C3=C(C=4C=C(C=CC24)C)CN(CC3)C)C=C1 (5-(4-tert-butoxyphenethyl)-2,3,4,5-tetrahydro-2,8-dimethyl-1H-pyrido[4,3-b]indole). Isolated yield 6.4%. RXN SMILES: [CH3:1][N:2]1[CH2:15][CH2:14][C:5]2[NH:6][C:7]3[CH:8]=[CH:9][C:10]([CH3:13])=[CH:11][C:12]=3[C:4]=2[CH2:3]1.[OH-].[K+].Br[CH2:19][CH2:20][C:21]1[CH:26]=[CH:25][C:24]([O:27][C:28]([CH3:31])([CH3:30])[CH3:29])=[CH:23][CH:22]=1>CN1CCCC1=O.O>[C:28]([O:27][C:24]1[CH:23]=[CH:22][C:21]([CH2:20][CH2:19][N:6]2[C:7]3[CH:8]=[CH:9][C:10]([CH3:13])=[CH:11][C:12]=3[C:4]3[CH2:3][N:2]([CH3:1])[CH2:15][CH2:14][C:5]2=3)=[CH:26][CH:25]=1)([CH3:30])([CH3:29])[CH3:31] |f:1.2|. Reported procedure: 2,8-Dimethyl-2,3,4,5-tetrahydro-1H-pyrido[4,3-b]indole (0.2 g, 0.001 mol) was dissolved in N-methyl 2-pyrolidone (2.0 mL). Powdered potassium hydroxide (0.5 g, 0.0089 mol) was added and heated at 100° C. for 3 h. Reaction mass was cooled to RT and 1-(2-Bromo-ethyl)-4-tert-butoxy-benzene (0.245 g, 0.001 mol) was added at the same temperature and stir for 2 h at RT (TLC showed incomplete reaction). Reaction mixture was diluted with water (50 mL) and extracted with ethyl acetate (2×100 mL). Organic... Reactants: [N+](=O)([O-])C=1C=C(C(=O)OC)C(=CC1)CC1=CC=C(C=C1)F (methyl 3-nitro-6-(4-fluorobenzyl)benzoate), stannous chloride dihydrate. Run in C(C)(=O)OCC (ethyl acetate). Product: NC=1C=C(C(=O)OC)C(=CC1)CC1=CC=C(C=C1)F (methyl 3-amino-6-(4-fluorobenzyl)benzoate). Isolated yield 78.8%. As a reaction SMILES: [N+:1]([C:4]1[CH:5]=[C:6]([C:11]([CH2:14][C:15]2[CH:20]=[CH:19][C:18]([F:21])=[CH:17][CH:16]=2)=[CH:12][CH:13]=1)[C:7]([O:9][CH3:10])=[O:8])([O-])=O>C(OCC)(=O)C>[NH2:1][C:4]1[CH:5]=[C:6]([C:11]([CH2:14][C:15]2[CH:16]=[CH:17][C:18]([F:21])=[CH:19][CH:20]=2)=[CH:12][CH:13]=1)[C:7]([O:9][CH3:10])=[O:8]. Reported procedure: A solution of methyl 3-nitro-6-(4-fluorobenzyl)benzoate (10 g, 36.9 mmol) in ethyl acetate (740 ml) was treated with stannous chloride dihydrate (41.6 g, 184.5 mmol). The mixture was refluxed for 17 hours, evaporated to 300 ml and aqueous ammonia (S.G. 0.88) added to pH 10. The resulting suspension filtered, washed with ethyl acetate and evaporated to give a yellow oil which was purified by flash chromatography (ethyl acetate/ iso-hexane: 1/1) to give methyl 3-amino-6-(4-fluorobenzyl)benzoate (7... Reactants: C1(C2=C(C(=O)O1)CCCC2)=O (3,4,5,6-tetrahydrophthalic anhydride), FC1=C(N)C=CC(=C1)F (2,4-difluoroaniline). Run in C(C)(=O)O (acetic acid). Run at time 1 hour. Yields the product FC1=C(C=CC(=C1)F)N1C(C=2CCCCC2C1=O)=O (2-(2,4-difluorophenyl)-4,5,6,7-tetrahydro-2H-isoindole-1,3-dione). As a reaction SMILES: [C:1]1(=[O:11])[O:6][C:4](=O)[C:3]2[CH2:7][CH2:8][CH2:9][CH2:10][C:2]1=2.[F:12][C:13]1[CH:19]=[C:18]([F:20])[CH:17]=[CH:16][C:14]=1[NH2:15]>C(O)(=O)C>[F:12][C:13]1[CH:19]=[C:18]([F:20])[CH:17]=[CH:16][C:14]=1[N:15]1[C:1](=[O:11])[C:2]2[CH2:10][CH2:9][CH2:8][CH2:7][C:3]=2[C:4]1=[O:6]. Reported procedure: A solution of 5 parts of 3,4,5,6-tetrahydrophthalic anhydride in 100 parts of glacial acetic acid was treated with 4.3 parts of 2,4-difluoroaniline at once and stirred for one hour. After refluxing for 20 hours, the reaction mixture was poured over 200 parts of ice. The resulting crystals were filtered and recrystallized from 70 parts of methanol at -40°C to yield 5 parts off-white crystals of 2-(2,4-difluorophenyl)-4,5,6,7-tetrahydro-2H-isoindole-1,3-dione melting at 73°-74°C.